describe an organic reaction: reactants, conditions, products, and yield From a dataset of the Open Reaction Database (ORD), a public repository of structured organic reaction records. Reactants: CCOCC, Cc1ccccc1, O=C(Cl)Cc1ccc(Cl)cc1, CN(C)C=O, Nc1cccc(-c2cn3ccnc3c(-n3ccnc3-c3ccccc3)n2)c1. Product: O=C(Cc1ccc(Cl)cc1)Nc1cccc(-c2cn3ccnc3c(-n3ccnc3-c3ccccc3)n2)c1. As a reaction SMILES: [CH3:44][CH2:45][O:46][CH2:47][CH3:48].[CH3:49][c:50]1[cH:51][cH:52][cH:53][cH:54][cH:55]1.[Cl:28][c:29]1[cH:30][cH:31][c:32]([CH2:35][C:36](=[O:37])[Cl:38])[cH:33][cH:34]1.[O:39]=[CH:40][N:41]([CH3:42])[CH3:43].[c:1]1(-[c:7]2[n:8](-[c:12]3[c:13]4[n:14]([cH:15][c:16](-[c:18]5[cH:19][c:20]([NH2:24])[cH:21][cH:22][cH:23]5)[n:17]3)[cH:25][cH:26][n:27]4)[cH:9][cH:10][n:11]2)[cH:2][cH:3][cH:4][cH:5][cH:6]1>>[c:1]1(-[c:7]2[n:8](-[c:12]3[c:13]4[n:14]([cH:15][c:16](-[c:18]5[cH:19][c:20]([NH:24][C:36]([CH2:35][c:32]6[cH:31][cH:30][c:29]([Cl:28])[cH:34][cH:33]6)=[O:37])[cH:21][cH:22][cH:23]5)[n:17]3)[cH:25][cH:26][n:27]4)[cH:9][cH:10][n:11]2)[cH:2][cH:3][cH:4][cH:5][cH:6]1.